From a dataset of the Open Reaction Database (ORD), a public repository of structured organic reaction records. describe an organic reaction: reactants, conditions, products, and yield Reactants: suspension, [H-].[Na+] (sodium hydride), paraffin, O1CCCC1 (tetrahydrofuran), CN(C=O)C (dimethylformamide), C(C)(=O)C1=C2CCC(CC2=CC=C1)N(CCC)CCC (5-acetyl-2-di-n-propylamino-tetraline), CN(C=O)C (dimethylformamide). The product is C(C)(=O)N(C)C1=C2CCC(CC2=CC=C1)N(CCC)CCC (5-(N-Acetyl-N-methyl-amino)-2-di-n-propylamino-tetraline). RXN SMILES: [H-].[Na+].[O:3]1CC[CH2:5][CH2:4]1.C([C:11]1[CH:20]=[CH:19][CH:18]=[C:17]2[C:12]=1[CH2:13][CH2:14][CH:15]([N:21]([CH2:25][CH2:26][CH3:27])[CH2:22][CH2:23][CH3:24])[CH2:16]2)(=O)C.[CH3:28][N:29](C)C=O>>[C:4]([N:29]([C:11]1[CH:20]=[CH:19][CH:18]=[C:17]2[C:12]=1[CH2:13][CH2:14][CH:15]([N:21]([CH2:22][CH2:23][CH3:24])[CH2:25][CH2:26][CH3:27])[CH2:16]2)[CH3:28])(=[O:3])[CH3:5] |f:0.1|. Procedure details: 0.38 g of a 75% suspension of sodium hydride in paraffin oil (0.012 mol) are added to a mixture of 40 ml of absolute dimethylformamide and 5 ml of absolute tetrahydrofuran. Then 2.88 g (0.010 mol) of 5-acetyl-2-di-n-propylamino-tetraline (Example 4.3.4) dissolved in 10 ml of absolute dimethylformamide are added with stirring and cooling with ice. Then the mixture is stirred at ambient temperature until the reaction is complete (several hours; monitored by DC). After concentration by rotary evapo... The reactants are C1CCOC1, CC12CC(=O)C3C(CCC4CC(=O)CCC43C)C1CCC2=O, CCC(C)[BH-](C(C)CC)C(C)CC. The product is CC12CC(=O)C3C(CCC4CC(O)CCC43C)C1CCC2=O. As a reaction SMILES: [CH2:36]1[O:37][CH2:38][CH2:39][CH2:40]1.[CH3:14][C:15]12[C:16](=[O:35])[CH2:17][CH2:18][CH:19]1[CH:20]1[CH2:21][CH2:22][CH:23]3[CH2:24][C:25](=[O:34])[CH2:26][CH2:27][C:28]3([CH3:29])[CH:30]1[C:31](=[O:33])[CH2:32]2.[CH:1]([BH-:2]([CH:3]([CH2:4][CH3:5])[CH3:6])[CH:7]([CH2:8][CH3:9])[CH3:10])([CH2:11][CH3:12])[CH3:13]>>[CH3:14][C:15]12[C:16](=[O:35])[CH2:17][CH2:18][CH:19]1[CH:20]1[CH2:21][CH2:22][CH:23]3[CH2:24][CH:25]([OH:34])[CH2:26][CH2:27][C:28]3([CH3:29])[CH:30]1[C:31](=[O:33])[CH2:32]2. The reactants are N(=[N+]=[N-])CC1OC2=C(C1)C=CC=C2C2=CC=C(C=C2)C(F)(F)F ((±)-2-(azidomethyl)-7-[4-(trifluoromethyl)phenyl]-2,3-dihydro-1-benzofuran). Reagents/catalysts: [Pd] (palladium on carbon). Product: FC(C1=CC=C(C=C1)C1=CC=CC=2CC(OC21)CN)(F)F (7-[4-(trifluoromethyl)phenyl]-2,3-dihydro-1-benzofuran-2-yl methanamine), hydrochloride salt. Reaction SMILES: [N:1]([CH2:4][CH:5]1[CH2:9][C:8]2[CH:10]=[CH:11][CH:12]=[C:13]([C:14]3[CH:19]=[CH:18][C:17]([C:20]([F:23])([F:22])[F:21])=[CH:16][CH:15]=3)[C:7]=2[O:6]1)=[N+]=[N-]>[Pd]>[F:22][C:20]([F:21])([F:23])[C:17]1[CH:16]=[CH:15][C:14]([C:13]2[C:7]3[O:6][CH:5]([CH2:4][NH2:1])[CH2:9][C:8]=3[CH:10]=[CH:11][CH:12]=2)=[CH:19][CH:18]=1. Procedure: Treatment of (±)-{7-[4-(trifluoromethyl)phenyl]-2,3-dihydro-1-benzofuran-2-yl}methyl 4-methylbenzenesulfonate (3.3 g, 7.34 mmol) with sodium azide (1.91 g, 29.38 mmol) generally according to the procedure described for Intermediate 98 gave (±)-2-(azidomethyl)-7-[4-(trifluoromethyl)phenyl]-2,3-dihydro-1-benzofuran. Treatment of the azide with palladium on carbon (0.205 g, 10 wt. %) generally according to the procedure described for Example 1 provided 1.82 g (75%) of (±)-1-{7-[4-(trifluoromethyl)p... Starting materials: COC(=O)C(CCSC)NC(=O)c1ccc(COCc2cccs2)cc1-c1ccccc1C, [Li+], [OH-], O, O. Product: CSCCC(NC(=O)c1ccc(COCc2cccs2)cc1-c1ccccc1C)C(=O)O. As a reaction SMILES: [CH3:1][O:2][C:3]([CH:4]([NH:5][C:6]([c:7]1[c:8](-[c:21]2[c:22]([CH3:27])[cH:23][cH:24][cH:25][cH:26]2)[cH:9][c:10]([CH2:13][O:14][CH2:15][c:16]2[s:17][cH:18][cH:19][cH:20]2)[cH:11][cH:12]1)=[O:28])[CH2:29][CH2:30][S:31][CH3:32])=[O:33].[Li+:36].[OH-:35].[OH2:34].[OH2:37]>>[O:2]=[C:3]([CH:4]([NH:5][C:6]([c:7]1[c:8](-[c:21]2[c:22]([CH3:27])[cH:23][cH:24][cH:25][cH:26]2)[cH:9][c:10]([CH2:13][O:14][CH2:15][c:16]2[s:17][cH:18][cH:19][cH:20]2)[cH:11][cH:12]1)=[O:28])[CH2:29][CH2:30][S:31][CH3:32])[OH:33]. As a reaction SMILES: [CH3:1][O:2][C:3](=[O:4])[c:5]1[cH:6][c:7]([C:8](=[O:9])[NH:10][CH2:11][C:12](=[O:13])[OH:14])[cH:15][c:16]([N+:18](=[O:19])[O-:20])[cH:17]1.[CH3:21][NH-:22].[Na+:30].[O:23]1[CH2:24][CH2:25][O:26][CH2:27][CH2:28]1.[OH-:29].[OH2:31]>>[CH3:21][NH-:22].[O:2]=[C:3]([OH:4])[c:5]1[cH:6][c:7]([C:8](=[O:9])[NH:10][CH2:11][C:12](=[O:13])[OH:14])[cH:15][c:16]([N+:18](=[O:19])[O-:20])[cH:17]1. Reactants: COC(=O)c1cc(C(=O)NCC(=O)O)cc([N+](=O)[O-])c1, C[NH-], [Na+], C1COCCO1, [OH-], O. The product is C[NH-], O=C(O)CNC(=O)c1cc(C(=O)O)cc([N+](=O)[O-])c1.